Dataset: the Open Reaction Database (ORD), a public repository of structured organic reaction records. Task: describe an organic reaction: reactants, conditions, products, and yield The reactants are BrC1=NC=C(C=C1)O (2-bromo-5-hydroxypyridine), BrC(C)C1C(C1)(F)F (1-bromoethyl-2,2-difluorocyclopropane), C(=O)([O-])[O-].[K+].[K+] (K2CO3). The solvent is C(C)#N (ACN). Run at temperature 70 celsius. Yields the product BrC1=NC=C(C=C1)OCC1C(C1)(F)F (2-Bromo-5-(2,2-difluoro-cyclopropylmethoxy)-pyridine). Reaction SMILES: [Br:1][C:2]1[CH:7]=[CH:6][C:5]([OH:8])=[CH:4][N:3]=1.Br[CH:10]([CH:12]1[CH2:14][C:13]1([F:16])[F:15])C.C([O-])([O-])=O.[K+].[K+]>C(#N)C>[Br:1][C:2]1[CH:7]=[CH:6][C:5]([O:8][CH2:10][CH:12]2[CH2:14][C:13]2([F:16])[F:15])=[CH:4][N:3]=1 |f:2.3.4|. Procedure: The mixture of 0.30 g (1.7 mmol) of 2-bromo-5-hydroxypyridine, 0.59 g (3.5 mmol) of 1-bromoethyl-2,2-difluorocyclopropane and 0.60 g (4.3 mmol) of K2CO3 in 10 ml ACN is stirred at 70° C. over night. The reaction mixture is filtered over alumina/activated carbon. The solvent is removed in vacuo. Reactants: COC(=O)c1cc2nc[nH]c2c(Cl)c1N, [Na+], [OH-]. The product is Nc1c(C(=O)O)cc2nc[nH]c2c1Cl. Reaction SMILES: [CH3:1][O:2][C:3](=[O:4])[c:5]1[cH:6][c:7]2[c:8]([nH:9][cH:10][n:11]2)[c:12]([Cl:15])[c:13]1[NH2:14].[Na+:17].[OH-:16]>>[O:2]=[C:3]([OH:4])[c:5]1[cH:6][c:7]2[c:8]([nH:9][cH:10][n:11]2)[c:12]([Cl:15])[c:13]1[NH2:14]. Reactants: example 5 ( 1 ), NCC(C(=O)OC)C1(OCCO1)C (methyl 3-amino-2-(2-methyl-[1,3]dioxolan-2-yl)propionate), C(C)(C)(C)C=1C=C2C(C(=O)OC2=O)=CC1 (4-t-butylphthalic anhydride). Product: C(C)(C)(C)C=1C=C2C(N(C(C2=CC1)=O)CC(C(=O)OC)C1(OCCO1)C)=O (Methyl 3-(5-t-butyl-1,3-dioxo-1,3-dihydro-isoindol-2-yl)-2-(2-methyl-[1,3]dioxolan-2-yl)propionate). RXN SMILES: [NH2:1][CH2:2][CH:3]([C:8]1([CH3:13])[O:12][CH2:11][CH2:10][O:9]1)[C:4]([O:6][CH3:7])=[O:5].[C:14]([C:18]1[CH:19]=[C:20]2[C:25](=O)[O:24][C:22](=[O:23])[C:21]2=[CH:27][CH:28]=1)([CH3:17])([CH3:16])[CH3:15]>>[C:14]([C:18]1[CH:19]=[C:20]2[C:21](=[CH:27][CH:28]=1)[C:22](=[O:23])[N:1]([CH2:2][CH:3]([C:8]1([CH3:13])[O:9][CH2:10][CH2:11][O:12]1)[C:4]([O:6][CH3:7])=[O:5])[C:25]2=[O:24])([CH3:17])([CH3:15])[CH3:16]. Procedure details: Methyl 3-(5-t-butyl-1,3-dioxo-1,3-dihydro-isoindol-2-yl)-2-(2-methyl-[1,3]dioxolan-2-yl)propionate was prepared (0.14 g, 14%) in the same manner as described in the above example 5 (1) from methyl 3-amino-2-(2-methyl-[1,3]dioxolan-2-yl)propionate (0.50 g, 2.64 mmol) and 4-t-butylphthalic anhydride (0.70 g, 3.43 mmol), and the obtained product was identified with the following NMR data. Yields the product CC(C)(C)C(N)C(=O)N1CCC2C1C(Oc1ccc(F)c(F)c1)CN2C1CCOCC1. Reactants: CC(C)(C)C(NC(=O)OCc1ccccc1)C(=O)N1CCC2C1C(Oc1ccc(F)c(F)c1)CN2C1CCOCC1, CO. As a reaction SMILES: [CH2:1]([O:2][C:3](=[O:4])[NH:10][CH:11]([C:12]([CH3:13])([CH3:14])[CH3:15])[C:16](=[O:17])[N:18]1[CH:19]2[CH:20]([CH2:21][CH2:22]1)[N:23]([CH:35]1[CH2:36][CH2:37][O:38][CH2:39][CH2:40]1)[CH2:24][CH:25]2[O:26][c:27]1[cH:28][c:29]([F:34])[c:30]([F:33])[cH:31][cH:32]1)[c:5]1[cH:6][cH:7][cH:8][cH:9][cH:41]1.[CH3:42][OH:43]>>[NH2:10][CH:11]([C:12]([CH3:13])([CH3:14])[CH3:15])[C:16](=[O:17])[N:18]1[CH:19]2[CH:20]([CH2:21][CH2:22]1)[N:23]([CH:35]1[CH2:36][CH2:37][O:38][CH2:39][CH2:40]1)[CH2:24][CH:25]2[O:26][c:27]1[cH:28][c:29]([F:34])[c:30]([F:33])[cH:31][cH:32]1. The reactants are [N+](=O)([O-])C=1C=CC=2C=3C(=CNC2C1)C(N(N3)C3=CC=CC=C3)=O (7-Nitro-2-phenyl-2,5-dihydro-pyrazolo-[4,3-c]quinolin-3-one), ClC1=C(C=NC2=CC(=CC=C12)[N+](=O)[O-])C(=O)OCC (Ethyl 4-chloro-7-nitro-quinoline-3-carboxylate), ClC1=CC=C(C=C1)NN (4-chlorophenylhydrazine). Yields the product ClC1=CC=C(C=C1)N1N=C2C(=CNC=3C=C(C=CC23)[N+](=O)[O-])C1=O (2-(4′-Chlorophenyl)-7-nitro-2,5-dihydro-pyrazolo-[4,3-c]quinolin-3-one). As a reaction SMILES: [N+:1]([C:4]1[CH:5]=[CH:6][C:7]2[C:8]3[C:9]([C:14](=[O:23])[N:15]([C:17]4[CH:22]=[CH:21][CH:20]=[CH:19][CH:18]=4)[N:16]=3)=[CH:10][NH:11][C:12]=2[CH:13]=1)([O-:3])=[O:2].[Cl:24]C1C2C(=CC([N+]([O-])=O)=CC=2)N=CC=1C(OCC)=O.ClC1C=CC(NN)=CC=1>>[Cl:24][C:20]1[CH:21]=[CH:22][C:17]([N:15]2[C:14](=[O:23])[C:9]3=[CH:10][NH:11][C:12]4[CH:13]=[C:4]([N+:1]([O-:3])=[O:2])[CH:5]=[CH:6][C:7]=4[C:8]3=[N:16]2)=[CH:18][CH:19]=1. Reported procedure: The title compound was prepared following the procedure described for 12a using 11a and 4-chlorophenylhydrazine. 1H-NMR (DMSO-d6) δ (ppm): 7.48 (2H, d, m), 8.20 (2H, m), 8.26 (1H, dd, J=8.61, 2.08 Hz), 8.40 (1H, d, J=8.61 Hz), 8.52 (1H, d, J=2.08 Hz), 8.92 (1H, s). m/z 341.8 (MH+). The reactants are C1(=CC=CC=C1)COC(N[C@H](C(NN1C=CC=C1)=O)CO)=O ((S)-Phenylmethyl-[1-(hydroxymethyl)-2-oxo-2-(1H-pyrrol-1-ylamino)ethyl]carbamate). The reagents and catalysts are [Pd] (Pd/C). Reported procedure: (S)-Phenylmethyl-[1-(hydroxymethyl)-2-oxo-2-(1H-pyrrol-1-ylamino)ethyl]carbamate (4.90 g) was dissolved in 100 ml of methanol over 5% Pd/C (500 mg). The solution was hydrogenated at atmospheric pressure and room temperature until absorption of 80% of the theoretical amount of hydrogen. The catalyst was removed by filtration and the filtrate was evaporated to dryness. The residue was purified by flash column chromatography (silica gel, ethyl acetate/methanol 4:1) to afford the desired product as ... Yields the product N[C@H](C(=O)NN1C=CC=C1)CO ((S)-2-Amino-3-hydroxy-N-1H-pyrrol-1-ylpropanamide). Solvent: CO (methanol). RXN SMILES: C1(COC(=O)[NH:10][C@@H:11]([CH2:20][OH:21])[C:12](=[O:19])[NH:13][N:14]2[CH:18]=[CH:17][CH:16]=[CH:15]2)C=CC=CC=1>CO.[Pd]>[NH2:10][C@@H:11]([CH2:20][OH:21])[C:12]([NH:13][N:14]1[CH:15]=[CH:16][CH:17]=[CH:18]1)=[O:19].